Dataset: the Open Reaction Database (ORD), a public repository of structured organic reaction records. Task: describe an organic reaction: reactants, conditions, products, and yield Starting materials: CC(=O)O, CN(C)C=O, CS(C)=O, Cc1nc(-c2cn3c(n2)-c2ccc(C4CCCN4)cc2OCC3)n(C(C)C)n1, N#CO[K], O. The product is Cc1nc(-c2cn3c(n2)-c2ccc(C4CCCN4C(N)=O)cc2OCC3)n(C(C)C)n1. Reaction SMILES: [CH3:29][C:30](=[O:31])[OH:32].[CH3:37][N:38]([CH3:39])[CH:40]=[O:41].[CH3:43][S:44]([CH3:45])=[O:46].[CH:1]([CH3:2])([CH3:3])[n:4]1[n:5][c:6]([CH3:28])[n:7][c:8]1-[c:9]1[cH:10][n:11]2[c:17]([n:18]1)-[c:16]1[c:15]([cH:22][c:21]([CH:23]3[NH:24][CH2:25][CH2:26][CH2:27]3)[cH:20][cH:19]1)[O:14][CH2:13][CH2:12]2.[K:33][O:34][C:35]#[N:36].[OH2:42]>>[CH:1]([CH3:2])([CH3:3])[n:4]1[n:5][c:6]([CH3:28])[n:7][c:8]1-[c:9]1[cH:10][n:11]2[c:17]([n:18]1)-[c:16]1[c:15]([cH:22][c:21]([CH:23]3[N:24]([C:35](=[O:34])[NH2:36])[CH2:25][CH2:26][CH2:27]3)[cH:20][cH:19]1)[O:14][CH2:13][CH2:12]2. Reactants: C12(CC3CC(CC(C1)C3)C2)O (1-adamantanol), BrC1=CC=C(C=C1)OC (4-bromoanisole), C(Cl)Cl (methylene chloride), S(O)(O)(=O)=O (sulfuric acid). Run in O (water). Product: C12C(C3CC(CC(C1)C3)C2)C2=C(C=CC(=C2)Br)OC (2-adamantyl-4-bromoanisole). Reaction SMILES: [C:1]12(O)[CH2:10][CH:5]3[CH2:6][CH:7]([CH2:9][CH:3]([CH2:4]3)[CH2:2]1)[CH2:8]2.[Br:12][C:13]1[CH:18]=[CH:17][C:16]([O:19][CH3:20])=[CH:15][CH:14]=1.C(Cl)Cl.S(=O)(=O)(O)O>O>[CH:1]12[CH2:10][CH:5]3[CH2:6][CH:7]([CH2:9][CH:3]([CH2:4]3)[CH:2]1[C:17]1[CH:18]=[C:13]([Br:12])[CH:14]=[CH:15][C:16]=1[O:19][CH3:20])[CH2:8]2. Procedure: In a 1 L flask equipped with a stirrer, a reflux condenser and a dropping funnel, a mixture of 50 g (0.33 M) 1-adamantanol, 68 g (45.5 mL, 0.36 M) 4-bromoanisole and 500 mL of methylene chloride is prepared. The mixture is stirred until dissolved and then 35 g (19 mL, 0.36 M) sulfuric acid added during one hour. The reaction mixture is stirred for 4 hours, 200 mL of water added, stirred for another 10 min, transferred to separating funnel and the organic layer collected, which is neutralized by ... Starting materials: FC=1C=C2C=C(NC2=CC1F)C(=O)OCC (ethyl 5,6-difluoroindole-2-carboxylate), [OH-].[Na+] (sodium hydroxide). Yield: 98.7%. As a reaction SMILES: [F:1][C:2]1[CH:3]=[C:4]2[C:8](=[CH:9][C:10]=1[F:11])[NH:7][C:6]([C:12]([O:14]CC)=[O:13])=[CH:5]2.[OH-].[Na+]>C(O)C>[F:1][C:2]1[CH:3]=[C:4]2[C:8](=[CH:9][C:10]=1[F:11])[NH:7][C:6]([C:12]([OH:14])=[O:13])=[CH:5]2 |f:1.2|. The solvent is C(C)O (ethanol). The product is FC=1C=C2C=C(NC2=CC1F)C(=O)O (5,6-difluoroindole-2-carboxylic acid). Procedure details: A solution of 2.06 g of ethyl 5,6-difluoroindole-2-carboxylate in 90 ml of ethanol was treated with 45 ml of 2N sodium hydroxide solution and stirred at room temperature for 17 hours. The alcohol was evaporated and the residue was treated with 50 ml of 2N hydrochloric acid. The separated crystals were filtered off, washed with water and dried. 1.78 g (98.8%) of 5,6-difluoroindole-2-carboxylic acid were obtained as brown crystals with m.p. 279°-280°. Conditions: time 17 hour. Reactants: NC1=CC=C(C(=O)O)C=C1 (p-aminobenzoic acid), C([O-])([O-])=O.[K+].[K+] (potassium carbonate), CC1=NOC(=C1)C(=O)Cl (3-methylisoxazole-5-carbonyl chloride). Procedure details: To a stirred suspension of 6.9g of p-aminobenzoic acid and 3.5 g of potassium carbonate in 60 ml of acetone was added 7.3 g of 3-methylisoxazole-5-carbonyl chloride. The mixture was stirred at room temperature for 1 hr. and then refluxed for 1 hr. The precipitate was filtered off and dissolved in water. The solution was acidified with concentrated hydrochloride acid. The precipitate was filtered off and washed with ethanol. There was obtained 9.1 g of N-(p-carboxyphenyl)-3-methylisoxazole-5-carb... Isolated yield 73.7%. Run in CC(=O)C (acetone). Conditions: time 1 hour. RXN SMILES: [NH2:1][C:2]1[CH:10]=[CH:9][C:5]([C:6]([OH:8])=[O:7])=[CH:4][CH:3]=1.C(=O)([O-])[O-].[K+].[K+].[CH3:17][C:18]1[CH:22]=[C:21]([C:23](Cl)=[O:24])[O:20][N:19]=1>CC(C)=O>[C:6]([C:5]1[CH:9]=[CH:10][C:2]([NH:1][C:23]([C:21]2[O:20][N:19]=[C:18]([CH3:17])[CH:22]=2)=[O:24])=[CH:3][CH:4]=1)([OH:8])=[O:7] |f:1.2.3|. The product is C(=O)(O)C1=CC=C(C=C1)NC(=O)C1=CC(=NO1)C (N-(p-carboxyphenyl)-3-methylisoxazole-5-carboxamide).